Dataset: the Open Reaction Database (ORD), a public repository of structured organic reaction records. Task: describe an organic reaction: reactants, conditions, products, and yield The reactants are C(=O)(OC(C)(C)C)N1CC(C1)C(=O)O (boc-azetidine-3-carboxylic acid), C(=O)(O)[O-].[Na+] (NaHCO3), ClC(=O)OCC(C)C (isobutyl chloroformate), N (ammonia). The solvent is C1CCOC1 (THF), CN1C(CCC1)=O (1-methyl-2-pyrrolidinone). Conditions: temperature -20 celsius, time 5 minute. Yields the product C(C)(C)(C)OC(=O)N1CC(C1)C(N)=O (3-Carbamoyl-azetidine-1-carboxylic acid tert-butyl ester). As a reaction SMILES: [C:1]([N:8]1[CH2:11][CH:10]([C:12]([OH:14])=O)[CH2:9]1)([O:3][C:4]([CH3:7])([CH3:6])[CH3:5])=[O:2].ClC(OCC(C)C)=O.[NH3:23].C([O-])(O)=O.[Na+]>C1COCC1.CN1CCCC1=O>[C:4]([O:3][C:1]([N:8]1[CH2:11][CH:10]([C:12](=[O:14])[NH2:23])[CH2:9]1)=[O:2])([CH3:7])([CH3:6])[CH3:5] |f:3.4|. Reported procedure: To 1.0 g (4.97 mmol) boc-azetidine-3-carboxylic acid in 10 mL anhydrous THF was added 0.55 mL of 1-methyl-2-pyrrolidinone. The reaction mixture was cooled to −20° C., then 0.62 mL (4.72 mmol) isobutyl chloroformate was added and the reaction was stirred for 5 minutes. 1.51 mL (24.85 mmol) aqueous ammonia (28% w/w) was added and the mixture was stirred at −20° C. for 2 hours. 5 mL aqueous NaHCO3 (1 M) was added and the mixture was allowed to reach room temperature over 1 hour. The mixture was ext... The reactants are C(C)(C)N(CC)C(C)C (diisopropylethylamine), S[C@H]1C[C@H](N(C1)C(=O)OCC1=CC=C(C=C1)[N+](=O)[O-])C(=O)N1CC(C1)N1N=CN=C1 ((2S,4S)-4-mercapto-2-[3-(1-1,2,4-triazolyl)-1-azetidinylcarbonyl]-1-(4-nitrobenzyloxycarbonyl)pyrrolidine), C1(=CC=CC=C1)P(=O)(C1=CC=CC=C1)OC=1[C@@H]([C@H]2N(C1C(=O)OCC1=CC=C(C=C1)[N+](=O)[O-])C([C@@H]2[C@@H](C)O)=O)C (4-nitrobenzyl (1R,5R,6S)-2-(diphenylphosphoryloxy)-6-[(1R)-1-hydroxyethyl]-1-methyl-1-carbapen-2-em-3-carboxylate). Solvent: C(C)#N (acetonitrile), C(C)#N (acetonitrile). Run at time 3 hour. Product: O[C@H](C)[C@@H]1[C@@H]2N(C(=C([C@@H]2C)S[C@H]2C[C@H](N(C2)C(=O)OCC2=CC=C(C=C2)[N+](=O)[O-])C(=O)N2CC(C2)N2N=CN=C2)C(=O)OCC2=CC=C(C=C2)[N+](=O)[O-])C1=O (4-Nitrobenzyl (1R,5S,6S)-6-[(1R)-1-hydroxyethyl]-1-methyl-2-[(2S,4S)-2-[3-(1-1,2,4-triazolyl)-1-azetidinylcarbonyl]-1-(4-nitrobenzyloxycarbonyl)pyrrolidin-4-ylthio]-1-carbapen-2-em-3-carboxylate). Isolated yield 54.0%. As a reaction SMILES: C1(P(O[C:16]2[C@H:17]([CH3:40])[C@@H:18]3[C@@H:35]([C@H:36]([OH:38])[CH3:37])[C:34](=[O:39])[N:19]3[C:20]=2[C:21]([O:23][CH2:24][C:25]2[CH:30]=[CH:29][C:28]([N+:31]([O-:33])=[O:32])=[CH:27][CH:26]=2)=[O:22])(C2C=CC=CC=2)=O)C=CC=CC=1.C(N(C(C)C)CC)(C)C.[SH:50][C@@H:51]1[CH2:55][N:54]([C:56]([O:58][CH2:59][C:60]2[CH:65]=[CH:64][C:63]([N+:66]([O-:68])=[O:67])=[CH:62][CH:61]=2)=[O:57])[C@H:53]([C:69]([N:71]2[CH2:74][CH:73]([N:75]3[CH:79]=[N:78][CH:77]=[N:76]3)[CH2:72]2)=[O:70])[CH2:52]1>C(#N)C>[OH:38][C@@H:36]([C@H:35]1[C:34](=[O:39])[N:19]2[C:20]([C:21]([O:23][CH2:24][C:25]3[CH:26]=[CH:27][C:28]([N+:31]([O-:33])=[O:32])=[CH:29][CH:30]=3)=[O:22])=[C:16]([S:50][C@@H:51]3[CH2:55][N:54]([C:56]([O:58][CH2:59][C:60]4[CH:65]=[CH:64][C:63]([N+:66]([O-:68])=[O:67])=[CH:62][CH:61]=4)=[O:57])[C@H:53]([C:69]([N:71]4[CH2:72][CH:73]([N:75]5[CH:79]=[N:78][CH:77]=[N:76]5)[CH2:74]4)=[O:70])[CH2:52]3)[C@H:17]([CH3:40])[C@H:18]12)[CH3:37]. Reported procedure: 886 mg of 4-nitrobenzyl (1R,5R,6S)-2-(diphenylphosphoryloxy)-6-[(1R)-1-hydroxyethyl]-1-methyl-1-carbapen-2-em-3-carboxylate (prepared as described in Preparation 123) was dissolved in 10 ml of dry acetonitrile, and 0.26 ml of diisopropylethylamine and 873 mg of (2S,4S)-4-mercapto-2-[3-(1-1,2,4-triazolyl)-1-azetidinylcarbonyl]-1-(4-nitrobenzyloxycarbonyl)pyrrolidine (prepared as described in Preparation 120) dissolved in 5 ml of acetonitrile were added dropwise at the same time to the resulting s...